Dataset: the Open Reaction Database (ORD), a public repository of structured organic reaction records. Task: describe an organic reaction: reactants, conditions, products, and yield The reactants are CC(C)(C)O, CC(C)OC(C)C, [Zn], COC(=O)CCc1ccccc1. Product: CC(C)(C)OC(=O)CCc1ccccc1. Reaction SMILES: [C:13]([CH3:14])([CH3:15])([CH3:16])[OH:17].[CH:18]([O:19][CH:20]([CH3:21])[CH3:22])([CH3:23])[CH3:24].[Zn:25].[c:1]1([CH2:7][CH2:8][C:9](=[O:10])[O:11][CH3:12])[cH:2][cH:3][cH:4][cH:5][cH:6]1>>[c:1]1([CH2:7][CH2:8][C:9](=[O:10])[O:17][C:13]([CH3:14])([CH3:15])[CH3:16])[cH:2][cH:3][cH:4][cH:5][cH:6]1. The reactants are BrC=1C=C2CCC(CC2=CC1)=O (6-bromo-2-tetralone), Pd[P(Ph)3]4, B(OCCCCCCCC)[O-] (octyl boronate), C=CCCCCCC (1-octene), B1C2CCCC1CCC2 (9-BBN), solution, [OH-].[Na+] (sodium hydroxide), solution. Run in C1CCOC1 (THF). Reaction conditions: time 8 hour. The product is C(CCCCCCC)C=1C=C2CCC(CC2=CC1)=O (6-octyl-2-tetralone). Isolated yield 85.0%. RXN SMILES: B([O-])O[CH2:3][CH2:4][CH2:5][CH2:6][CH2:7][CH2:8][CH2:9][CH3:10].C=CCCCCCC.B1C2CCCC1CCC2.[OH-].[Na+].Br[C:32]1[CH:33]=[C:34]2[C:39](=[CH:40][CH:41]=1)[CH2:38][C:37](=[O:42])[CH2:36][CH2:35]2>C1COCC1>[CH2:3]([C:32]1[CH:33]=[C:34]2[C:39](=[CH:40][CH:41]=1)[CH2:38][C:37](=[O:42])[CH2:36][CH2:35]2)[CH2:4][CH2:5][CH2:6][CH2:7][CH2:8][CH2:9][CH3:10] |f:3.4|. Procedure: An octyl boronate intermediate is first generated by adding 1-octene (1.38 g, 14.1 mmol) to a solution of 9-BBN in THF (28.3 mL of a 0.5 M solution, 14.1 mmol). The reaction is stirred at room temperature overnight, then an aqueous solution of sodium hydroxide (5.0 mL of a 3.0 M solution) is added, followed by the addition of 6-bromo-2-tetralone (2.40 g, 10.0 mmol) and Pd[P(Ph)3]4 (0.310 g, 0.270 mmol). The reaction is brought to reflux and maintained for 12 hours under an inert atmosphere. The ... The reactants are C(C=C)N (Allylamine), 4-(4,6-dimethoxy-1,3,5-triazin-2-yl)-4-methylmorpholinium chloride n-hydrate, C(=O)(OC(C)(C)C)N(C)CC(=O)O (Boc-sarcosine), C([O-])(O)=O.[Na+] (sodium bicarbonate), O (water). Solvent: C(C)O (ethanol). Reaction conditions: time 18 hour. Product: C(C)(C)(C)OC(N(C)CC(NCC=C)=O)=O (allylcarbamoylmethyl-methyl-carbamic acid tert-butyl ester). The yield is 62.0%. Reaction SMILES: [CH2:1]([NH2:4])[CH:2]=[CH2:3].[C:5]([N:12]([CH2:14][C:15](O)=[O:16])[CH3:13])([O:7][C:8]([CH3:11])([CH3:10])[CH3:9])=[O:6].C(=O)(O)[O-].[Na+].O>C(O)C>[C:8]([O:7][C:5](=[O:6])[N:12]([CH2:14][C:15](=[O:16])[NH:4][CH2:1][CH:2]=[CH2:3])[CH3:13])([CH3:11])([CH3:9])[CH3:10] |f:2.3|. Procedure details: Allylamine (0.377 ml, 5.03 mmol) and 4-(4,6-dimethoxy-1,3,5-triazin-2-yl)-4-methylmorpholinium chloride n-hydrate (DMT-MM) (1.89 g, 6.04 mmol) were added to a solution of Boc-sarcosine (1.0 g, 5.29 mmol) in ethanol, and the mixture was stirred at room temperature for 18 hours. A saturated aqueous sodium bicarbonate solution and water were added to the reaction solution, followed by extraction with ether. The organic layer was washed with water and saturated brine, dried over anhydrous sodium sul... Reactants: Cc1cc(Br)c2c(c1)NCCO2, O=S(=O)(Cl)c1ccc(Cl)cc1, ClCCl, O, c1ccncc1. The product is Cc1cc(Br)c2c(c1)N(S(=O)(=O)c1ccc(Cl)cc1)CCO2. As a reaction SMILES: [Br:12][c:13]1[cH:14][c:15]([CH3:23])[cH:16][c:17]2[c:22]1[O:21][CH2:20][CH2:19][NH:18]2.[Cl:1][c:2]1[cH:3][cH:4][c:5]([S:8](=[O:9])(=[O:10])[Cl:11])[cH:6][cH:7]1.[Cl:31][CH2:32][Cl:33].[OH2:30].[cH:24]1[cH:25][cH:26][n:27][cH:28][cH:29]1>>[Cl:1][c:2]1[cH:3][cH:4][c:5]([S:8](=[O:9])(=[O:10])[N:18]2[c:17]3[cH:16][c:15]([CH3:23])[cH:14][c:13]([Br:12])[c:22]3[O:21][CH2:20][CH2:19]2)[cH:6][cH:7]1. The reactants are NC=1C(=CC=CC1C)C (2,6-xylidine), COCC(C)OS(=O)(=O)C1=CC=C(C=C1)C (p-toluenesulphonic acid-(1-methoxyprop-2-yl)-ester). Solvent: C1(=CC=CC=C1)C (toluene), CCOCC (ether). The product is COCC(C)NC=1C(=CC=CC1C)C (N-(1-methoxyprop-2-yl)-2,6-xylidine). Reaction SMILES: [NH2:1][C:2]1[C:3]([CH3:9])=[CH:4][CH:5]=[CH:6][C:7]=1[CH3:8].[CH3:10][O:11][CH2:12][CH:13](OS(C1C=CC(C)=CC=1)(=O)=O)[CH3:14]>C1(C)C=CC=CC=1.CCOCC>[CH3:10][O:11][CH2:12][CH:13]([NH:1][C:2]1[C:7]([CH3:8])=[CH:6][CH:5]=[CH:4][C:3]=1[CH3:9])[CH3:14]. Procedure details: Manufacture of the starting material: A solution of 484 g (4 mole) of 2,6-xylidine and 490 g (2 mole) of p-toluenesulphonic acid-(1-methoxyprop-2-yl)-ester in 1000 ml of toluene is refluxed for 25 hours. The reaction mixture is cooled, then made alkaline and diluted with ether. The organic phase is repeatedly washed with water and dried with magnesium sulphate. Evaporation of the solvent and subsequent distillation of the residue yields the desired N-(1-methoxyprop-2-yl)-2,6-xylidine with a boil... The reactants are NC(CCCC(=O)OC)C1=C(C=CC=C1OC)OC (methyl 5-amino-5-(2,6-dimethoxyphenyl)pentanoate), C1(=CC=CC=C1)N1N=CC(=C1)C=O (1-phenyl-1H-pyrazole-4-carbaldehyde). The product is COC1=C(C(=CC=C1)OC)C1CCCC(N1CC=1C=NN(C1)C1=CC=CC=C1)=O (6-(2,6-dimethoxyphenyl)-1-((1-phenyl-1H-pyrazol-4-yl)methyl)piperidin-2-one). RXN SMILES: [NH2:1][CH:2]([C:10]1[C:15]([O:16][CH3:17])=[CH:14][CH:13]=[CH:12][C:11]=1[O:18][CH3:19])[CH2:3][CH2:4][CH2:5][C:6]([O:8]C)=O.[C:20]1([N:26]2[CH:30]=[C:29]([CH:31]=O)[CH:28]=[N:27]2)[CH:25]=[CH:24][CH:23]=[CH:22][CH:21]=1>>[CH3:19][O:18][C:11]1[CH:12]=[CH:13][CH:14]=[C:15]([O:16][CH3:17])[C:10]=1[CH:2]1[N:1]([CH2:31][C:29]2[CH:28]=[N:27][N:26]([C:20]3[CH:21]=[CH:22][CH:23]=[CH:24][CH:25]=3)[CH:30]=2)[C:6](=[O:8])[CH2:5][CH2:4][CH2:3]1. Reported procedure: Prepared according to the described general procedure 1 (GP1) by reaction of methyl 5-amino-5-(2,6-dimethoxyphenyl)pentanoate with commercially available 1-phenyl-1H-pyrazole-4-carbaldehyde. Subsequent purification by preparative HPLC afforded the target compound. LC-MS (conditions A): tR=0.80 min.; [M+H]+: 392.36 g/mol. Starting materials: C1CCOC1, COC(=O)C(Cc1ccccc1)NC(=O)OCc1ccc2oc(-c3ccccc3)cc2c1, CO, [Li+], [OH-], O. The product is O=C(NC(Cc1ccccc1)C(=O)O)OCc1ccc2oc(-c3ccccc3)cc2c1. RXN SMILES: [CH2:36]1[O:37][CH2:38][CH2:39][CH2:40]1.[CH3:1][O:2][C:3]([CH:4]([CH2:5][c:6]1[cH:7][cH:8][cH:9][cH:10][cH:11]1)[NH:12][C:13](=[O:14])[O:15][CH2:16][c:17]1[cH:18][cH:19][c:20]2[c:21]([cH:22][c:23](-[c:25]3[cH:26][cH:27][cH:28][cH:29][cH:30]3)[o:24]2)[cH:31]1)=[O:32].[CH3:41][OH:42].[Li+:33].[OH-:34].[OH2:35]>>[O:2]=[C:3]([CH:4]([CH2:5][c:6]1[cH:7][cH:8][cH:9][cH:10][cH:11]1)[NH:12][C:13](=[O:14])[O:15][CH2:16][c:17]1[cH:18][cH:19][c:20]2[c:21]([cH:22][c:23](-[c:25]3[cH:26][cH:27][cH:28][cH:29][cH:30]3)[o:24]2)[cH:31]1)[OH:32]. Starting materials: C(C)OC(C(CC1=CC=C(C=C1)O)(C)OC1=CC=C(C=C1)F)=O (2-(4-fluorophenoxy)-3-(4-hydroxy-phenyl)-2-methyl-propionic acid ethyl ester), CC1=C(N=C(O1)C1(CCCCC1)C)CCOS(=O)(=O)C1=CC=C(C=C1)C (toluene-4-sulfonic acid 2-(5-methyl-2-(1-methylcyclohexyl)oxazol-4-yl)-ethyl ester). The product is FC1=CC=C(OC(C(=O)O)(CC2=CC=C(C=C2)OCCC=2N=C(OC2C)C2(CCCCC2)C)C)C=C1 (2-(4-Fluoro-phenoxy)-2-methyl-3-(4-[2-[5-methyl-2-(1-methyl-cyclohexyl)-oxazol-4-yl]-ethoxy]-phenyl)-propionic acid). RXN SMILES: C([O:3][C:4](=[O:23])[C:5]([O:15][C:16]1[CH:21]=[CH:20][C:19]([F:22])=[CH:18][CH:17]=1)([CH3:14])[CH2:6][C:7]1[CH:12]=[CH:11][C:10]([OH:13])=[CH:9][CH:8]=1)C.[CH3:24][C:25]1[O:29][C:28]([C:30]2([CH3:36])[CH2:35][CH2:34][CH2:33][CH2:32][CH2:31]2)=[N:27][C:26]=1[CH2:37][CH2:38]OS(C1C=CC(C)=CC=1)(=O)=O>>[F:22][C:19]1[CH:18]=[CH:17][C:16]([O:15][C:5]([CH3:14])([CH2:6][C:7]2[CH:8]=[CH:9][C:10]([O:13][CH2:38][CH2:37][C:26]3[N:27]=[C:28]([C:30]4([CH3:36])[CH2:35][CH2:34][CH2:33][CH2:32][CH2:31]4)[O:29][C:25]=3[CH3:24])=[CH:11][CH:12]=2)[C:4]([OH:3])=[O:23])=[CH:21][CH:20]=1. Reported procedure: The title compound was prepared from 2-(4-fluorophenoxy)-3-(4-hydroxy-phenyl)-2-methyl-propionic acid ethyl ester and toluene-4-sulfonic acid 2-(5-methyl-2-(1-methylcyclohexyl)oxazol-4-yl)-ethyl ester using the procedure of Example 63. 1H NMR (400 MHz, CDCl3) δ 7.17 (d, 2H, J=8.60 Hz), 6.93-6.84 (m, 4H), 6.69 (d, 2H, J=8.60 Hz), 4.13 (t, 2H, J=6.06 Hz), 3.22 (d, 1H, J=13.68 Hz), 3.09 (d, 1H, J=13.06 Hz), 2.98 (t, 2H, J=6.06 Hz), 2.31 (s, 3H), 2.17-2.09 (m, 2H), 1.57-1.50 (m, 4H), 1.45-1.37 (m, 4... Reactants: B(O)O (boronic acid), C(#N)C=1C=C(C=CC1S(=O)(=O)CC)NC(CCCC1=CC=C(C=C1)B(O)O)=O (4-(4-(3-cyano-4-(ethylsulfonyl)phenylamino)-4-oxobutyl)phenylboronic acid), BrC1=CC=C(C=C1)CCCC(=O)NC=1C=CC(=C(CN(C(OC(C)(C)C)=O)C)C1)S(=O)(=O)C(C)C (tert-Butyl 5-(4-(4-bromophenyl)butanamido)-2-(isopropylsulfonyl)benzyl(methyl)carbamate), CC1(COB(OC1)B1OCC(CO1)(C)C)C (5,5,5′,5′-tetramethyl-[2,2′]bi[[1,3,2]dioxaborinanyl]). The product is C(C)(C)(C)OC(=O)N(C)CC=1C=C(C=CC1S(=O)(=O)C(C)C)NC(CCCC1=CC=C(C=C1)B(O)O)=O (4-(4-(3-((tert-Butoxycarbonyl(methyl)amino)methyl)-4-(isopropylsulfonyl)phenylamino)-4-oxobutyl)phenylboronic acid). Yield: 80.0%. Reaction SMILES: C(C1C=C(NC(=O)CCCC2C=CC([B:25]([OH:27])[OH:26])=CC=2)C=CC=1S(CC)(=O)=O)#N.Br[C:30]1[CH:35]=[CH:34][C:33]([CH2:36][CH2:37][CH2:38][C:39]([NH:41][C:42]2[CH:43]=[CH:44][C:45]([S:58]([CH:61]([CH3:63])[CH3:62])(=[O:60])=[O:59])=[C:46]([CH:57]=2)[CH2:47][N:48]([CH3:56])[C:49](=[O:55])[O:50][C:51]([CH3:54])([CH3:53])[CH3:52])=[O:40])=[CH:32][CH:31]=1.CC1(C)COB(B2OCC(C)(C)CO2)OC1.B(O)O>>[C:51]([O:50][C:49]([N:48]([CH2:47][C:46]1[CH:57]=[C:42]([NH:41][C:39](=[O:40])[CH2:38][CH2:37][CH2:36][C:33]2[CH:34]=[CH:35][C:30]([B:25]([OH:27])[OH:26])=[CH:31][CH:32]=2)[CH:43]=[CH:44][C:45]=1[S:58]([CH:61]([CH3:63])[CH3:62])(=[O:60])=[O:59])[CH3:56])=[O:55])([CH3:54])([CH3:53])[CH3:52]. Procedure details: Using a procedure analogous to that used to prepare 6D, 18B (0.660 g, 1.17 mmol) was coupled to 5,5,5′,5′-tetramethyl-[2,2′]bi[[1,3,2]dioxaborinanyl] (0.290 g, 1.28 mmol) and then hydrolyzed to the free boronic acid to give 18C (0.476 g, 80%) as a white solid. MS (ESI) m/z 533.0 (M+H)+.